Task: describe an organic reaction: reactants, conditions, products, and yield. Dataset: the Open Reaction Database (ORD), a public repository of structured organic reaction records The product is Cc1ccc(Nc2cccc3c2CCN(CCS(C)(=O)=O)C3)nc1-c1ccccn1. Reactants: CS(=O)(=O)CCN1CCc2c(Br)cccc2C1, Cc1ccc(N)nc1-c1ccccn1, [K+], [K+], [K+], O=C(C=Cc1ccccc1)C=Cc1ccccc1, O=C(C=Cc1ccccc1)C=Cc1ccccc1, O=C(C=Cc1ccccc1)C=Cc1ccccc1, C1COCCO1, O=P([O-])([O-])[O-], [Pd], [Pd]. RXN SMILES: [Br:15][c:16]1[c:17]2[c:22]([cH:23][cH:24][cH:25]1)[CH2:21][N:20]([CH2:26][CH2:27][S:28](=[O:29])(=[O:30])[CH3:31])[CH2:19][CH2:18]2.[CH3:1][c:2]1[c:3](-[c:9]2[n:10][cH:11][cH:12][cH:13][cH:14]2)[n:4][c:5]([NH2:8])[cH:6][cH:7]1.[K+:37].[K+:38].[K+:39].[O:42]=[C:43]([CH:44]=[CH:45][c:46]1[cH:47][cH:48][cH:49][cH:50][cH:51]1)[CH:52]=[CH:53][c:54]1[cH:55][cH:56][cH:57][cH:58][cH:59]1.[O:60]=[C:61]([CH:62]=[CH:63][c:64]1[cH:65][cH:66][cH:67][cH:68][cH:69]1)[CH:70]=[CH:71][c:72]1[cH:73][cH:74][cH:75][cH:76][cH:77]1.[O:78]=[C:79]([CH:80]=[CH:81][c:82]1[cH:83][cH:84][cH:85][cH:86][cH:87]1)[CH:88]=[CH:89][c:90]1[cH:91][cH:92][cH:93][cH:94][cH:95]1.[O:96]1[CH2:97][CH2:98][O:99][CH2:100][CH2:101]1.[P:32]([O-:33])([O-:34])([O-:35])=[O:36].[Pd:40].[Pd:41]>>[CH3:1][c:2]1[c:3](-[c:9]2[n:10][cH:11][cH:12][cH:13][cH:14]2)[n:4][c:5]([NH:8][c:16]2[c:17]3[c:22]([cH:23][cH:24][cH:25]2)[CH2:21][N:20]([CH2:26][CH2:27][S:28](=[O:29])(=[O:30])[CH3:31])[CH2:19][CH2:18]3)[cH:6][cH:7]1.